This data is from the Open Reaction Database (ORD), a public repository of structured organic reaction records. The task is: describe an organic reaction: reactants, conditions, products, and yield Starting materials: CC(C)(C)OC(=O)NC(Cc1ccc(B2OC(C)(C)C(C)(C)O2)cc1)C(=O)O, O=C([O-])O, CCO, [K+], Nc1nc(Cl)cc(Cl)n1, O, Cl[Pd]Cl, c1ccc(P(c2ccccc2)c2ccccc2)cc1, c1ccc(P(c2ccccc2)c2ccccc2)cc1. Yields the product CC(C)(C)OC(=O)NC(Cc1ccc(-c2cc(Cl)nc(N)n2)cc1)C(=O)O. RXN SMILES: [C:1]([CH3:2])([CH3:3])([CH3:4])[O:5][C:6](=[O:7])[NH:8][CH:9]([C:10](=[O:11])[OH:12])[CH2:13][c:14]1[cH:15][cH:16][c:17]([B:20]2[O:21][C:22]([CH3:23])([CH3:24])[C:25]([CH3:26])([CH3:27])[O:28]2)[cH:18][cH:19]1.[C:38](=[O:39])([OH:40])[O-:41].[CH3:44][CH2:45][OH:46].[K+:42].[NH2:29][c:30]1[n:31][c:32]([Cl:37])[cH:33][c:34]([Cl:36])[n:35]1.[OH2:43].[Pd:47]([Cl:48])[Cl:49].[c:50]1([P:51]([c:52]2[cH:53][cH:54][cH:55][cH:56][cH:57]2)[c:58]2[cH:59][cH:60][cH:61][cH:62][cH:63]2)[cH:64][cH:65][cH:66][cH:67][cH:68]1.[c:69]1([P:70]([c:71]2[cH:72][cH:73][cH:74][cH:75][cH:76]2)[c:77]2[cH:78][cH:79][cH:80][cH:81][cH:82]2)[cH:83][cH:84][cH:85][cH:86][cH:87]1>>[C:1]([CH3:2])([CH3:3])([CH3:4])[O:5][C:6](=[O:7])[NH:8][CH:9]([C:10](=[O:11])[OH:12])[CH2:13][c:14]1[cH:15][cH:16][c:17](-[c:34]2[cH:33][c:32]([Cl:37])[n:31][c:30]([NH2:29])[n:35]2)[cH:18][cH:19]1. Starting materials: C1(=CC=CC2=CC=CC=C12)CON1C(C=2C(C1=O)=CC=CC2)=O (N-(1-naphthyl)methoxy phthalimide), NN (hydrazine). The solvent is CCO (EtOH). Run at time 8 hour. The product is C1(=CC=CC2=CC=CC=C12)CON (O-(1-naphthyl)methylhydroxylamine). Yield: 69.5%. Reaction SMILES: [C:1]1([CH2:11][O:12][N:13]2C(=O)C3=CC=CC=C3C2=O)[C:10]2[C:5](=[CH:6][CH:7]=[CH:8][CH:9]=2)[CH:4]=[CH:3][CH:2]=1.NN>CCO>[C:1]1([CH2:11][O:12][NH2:13])[C:10]2[C:5](=[CH:6][CH:7]=[CH:8][CH:9]=2)[CH:4]=[CH:3][CH:2]=1. Reported procedure: N-(1-naphthyl)methoxy phthalimide (1.21 g) was suspended in 95% EtOH and hydrazine (0.20 mL) was added. The reaction mixture was stirred overnight and then filtered. The filtrate was concentrated under reduced pressure and then taken up in a small amount of dichloromethane. The small amount of remaining phthalhydrazide was then removed by filtration. The filtrate was concentrated under reduced pressure to give the title compound (480 mg) as a colorless oil. MS(CI) m/e 174 (M+H)+. Starting materials: Br, Nc1nc(-c2ccc(Cl)c(Cl)c2)cs1, Cl, Cc1ccc(S(=O)(=O)Cl)cc1, c1ccncc1. As a reaction SMILES: [BrH:1].[Cl:2][c:3]1[cH:4][c:5](-[c:10]2[n:11][c:12]([NH2:15])[s:13][cH:14]2)[cH:6][cH:7][c:8]1[Cl:9].[ClH:27].[c:16]1([CH3:26])[cH:17][cH:18][c:19]([S:22](=[O:23])(=[O:24])[Cl:25])[cH:20][cH:21]1.[cH:28]1[cH:29][cH:30][n:31][cH:32][cH:33]1>>[Cl:2][c:3]1[cH:4][c:5](-[c:10]2[n:11][c:12]([NH:15][S:22]([c:19]3[cH:18][cH:17][c:16]([CH3:26])[cH:21][cH:20]3)(=[O:23])=[O:24])[s:13][cH:14]2)[cH:6][cH:7][c:8]1[Cl:9]. Yields the product Cc1ccc(S(=O)(=O)Nc2nc(-c3ccc(Cl)c(Cl)c3)cs2)cc1. The reactants are ClCCl, Cn1cc(SC(F)F)c(=O)c2ccc(F)cc21, O=C(OO)c1cccc(Cl)c1. Yields the product Cn1cc(S(=O)C(F)F)c(=O)c2ccc(F)cc21. RXN SMILES: [Cl:29][CH2:30][Cl:31].[F:1][CH:2]([S:3][c:4]1[cH:5][n:6]([CH3:16])[c:7]2[cH:8][c:9]([F:15])[cH:10][cH:11][c:12]2[c:13]1=[O:14])[F:17].[OH:18][O:19][C:20]([c:21]1[cH:22][c:23]([Cl:24])[cH:25][cH:26][cH:27]1)=[O:28]>>[F:1][CH:2]([S:3]([c:4]1[cH:5][n:6]([CH3:16])[c:7]2[cH:8][c:9]([F:15])[cH:10][cH:11][c:12]2[c:13]1=[O:14])=[O:18])[F:17]. RXN SMILES: [C:1]([S:4][CH2:5][CH:6]([CH2:10][C:11]1[CH:16]=[CH:15][CH:14]=[CH:13][CH:12]=1)[C:7](Cl)=[O:8])(=[O:3])[CH3:2].Cl.[NH2:18][C@H:19]([C:21]([O:23][CH3:24])=[O:22])[CH3:20]>C(N(CC)CC)C>[C:1]([S:4][CH2:5][CH:6]([CH2:10][C:11]1[CH:16]=[CH:15][CH:14]=[CH:13][CH:12]=1)[C:7]([NH:18][C@H:19]([C:21]([O:23][CH3:24])=[O:22])[CH3:20])=[O:8])(=[O:3])[CH3:2] |f:1.2|. The product is C(C)(=O)SCC(C(=O)N[C@@H](C)C(=O)OC)CC1=CC=CC=C1 ((±)-N-[2-(acetyl-thiomethyl) -1-oxo-3-phenylpropyl]-L-alanine, methyl ester). Reactants: C(C)(=O)SCC(C(=O)Cl)CC1=CC=CC=C1 (3-Acetylthio-2-benzylpropanoyl chloride), Cl.N[C@@H](C)C(=O)OC ((L)-alanine, methyl ester, hydrochloride). Procedure: 3-Acetylthio-2-benzylpropanoyl chloride and (L)-alanine, methyl ester, hydrochloride are reacted in the presence of triethylamine according to the procedure of Example 25 to give (±)-N-[2-(acetyl-thiomethyl) -1-oxo-3-phenylpropyl]-L-alanine, methyl ester. Run in C(C)N(CC)CC (triethylamine). Reactants: C(C1=CC=CC=C1)O[C@H]1[C@@H](OC)O[C@@H]([C@@H]([C@@H]1OCC1=CC=CC=C1)O)COCC1=CC=CC=C1 (methyl 2,3,6-tri-O-benzyl-α-D-galacto-pyranoside), C(C1=CC=CC=C1)O[C@H]1[C@@H](OC)O[C@@H]([C@@H]([C@@H]1OCC1=CC=CC=C1)OC(F)(F)F)C(OCC1=CC=CC=C1)=S(=O)=O (methyl 2,3,6-tri-O-benzyl-4-O-trifluoromethyl-sulfonyl-α-D-galactopyranoside), N1=CC=CC=C1 (pyridine), FC(S(=O)(=O)OS(=O)(=O)C(F)(F)F)(F)F (trifluoromethane sulfonic anhydride). Solvent: C(Cl)Cl (methylene chloride), C(Cl)Cl (methylene chloride). Conditions: temperature -10 celsius, time 15 minute. The product is C(C1=CC=CC=C1)O[C@H]1[C@@H](OC)O[C@@H]([C@@H]([C@@H]1OCC1=CC=CC=C1)OS(=O)(=O)C(F)(F)F)COCC1=CC=CC=C1 (METHYL 2,3,6-TRI-O-BENZYL-4-O-TRIFLUOROMETHYLSULFONYL-α-D-GALACTOPYRANOSIDE). RXN SMILES: N1C=CC=CC=1.[F:7][C:8]([F:21])([F:20])[S:9]([O:12]S(C(F)(F)F)(=O)=O)(=[O:11])=[O:10].[CH2:22]([O:29][C@@H:30]1[C@@H:37]([O:38][CH2:39][C:40]2[CH:45]=[CH:44][CH:43]=[CH:42][CH:41]=2)[C@@H:36](O)[C@@H:35]([CH2:47][O:48][CH2:49][C:50]2[CH:55]=[CH:54][CH:53]=[CH:52][CH:51]=2)[O:34][C@@H:31]1[O:32][CH3:33])[C:23]1[CH:28]=[CH:27][CH:26]=[CH:25][CH:24]=1.C(O[C@@H]1[C@@H](OCC2C=CC=CC=2)[C@@H](OC(F)(F)F)[C@@H](C(=S(=O)=O)OCC2C=CC=CC=2)O[C@@H]1OC)C1C=CC=CC=1>C(Cl)Cl>[CH2:22]([O:29][C@@H:30]1[C@@H:37]([O:38][CH2:39][C:40]2[CH:41]=[CH:42][CH:43]=[CH:44][CH:45]=2)[C@@H:36]([O:12][S:9]([C:8]([F:21])([F:20])[F:7])(=[O:11])=[O:10])[C@@H:35]([CH2:47][O:48][CH2:49][C:50]2[CH:51]=[CH:52][CH:53]=[CH:54][CH:55]=2)[O:34][C@@H:31]1[O:32][CH3:33])[C:23]1[CH:24]=[CH:25][CH:26]=[CH:27][CH:28]=1. Reported procedure: To a solution of dry pyridine (0.46 ml) in methylene chloride (17.5 ml) cooled to -15° C. is added trifluoromethane sulfonic anhydride (0.87 ml). The mixture is stirred during 15 min at -10° C., then methyl 2,3,6-tri-O-benzyl-α-D-galacto-pyranoside (1.2 g, 2.58 mmol) in methylene chloride (5 ml) is added (N. Morishima, S. Koto, M. Oshima, A. Sugimoto and S. Zen, Bull. Chem. Soc. Jpn., 56, 2849 (1983)). The mixture is washed with water. The organic layer is dried over sodium sulfate, filtered and...